This data is from the Open Reaction Database (ORD), a public repository of structured organic reaction records. The task is: describe an organic reaction: reactants, conditions, products, and yield Starting materials: O=C([O-])O, CCOC(C)=O, COc1ccccc1CC(=O)Nc1ccc(C(F)(F)F)cc1, [Na+], O, O=C(O)C(F)(F)F. Product: COc1ccc(C=O)cc1CC(=O)Nc1ccc(C(F)(F)F)cc1. Reaction SMILES: [C:30](=[O:31])([OH:32])[O-:33].[CH3:24][CH2:25][O:26][C:27](=[O:28])[CH3:29].[F:1][C:2]([c:3]1[cH:4][cH:5][c:6]([NH:9][C:10]([CH2:11][c:12]2[c:13]([O:18][CH3:19])[cH:14][cH:15][cH:16][cH:17]2)=[O:20])[cH:7][cH:8]1)([F:21])[F:22].[Na+:34].[OH2:23].[OH:35][C:36]([C:37]([F:38])([F:39])[F:40])=[O:41]>>[F:1][C:2]([c:3]1[cH:4][cH:5][c:6]([NH:9][C:10]([CH2:11][c:12]2[c:13]([O:18][CH3:19])[cH:14][cH:15][c:16]([CH:25]=[O:26])[cH:17]2)=[O:20])[cH:7][cH:8]1)([F:21])[F:22]. Reactants: [Li]C(C)(C)C, Cn1cnc2ccccc21, O=C1CCC(=O)N1I, C1CCOC1. Product: Cn1c(I)nc2ccccc21. As a reaction SMILES: [C:11]([Li:12])([CH3:13])([CH3:14])[CH3:15].[CH3:1][n:2]1[cH:3][n:4][c:5]2[c:6]1[cH:7][cH:8][cH:9][cH:10]2.[O:16]=[C:17]1[N:18]([I:23])[C:19](=[O:20])[CH2:21][CH2:22]1.[O:24]1[CH2:25][CH2:26][CH2:27][CH2:28]1>>[CH3:1][n:2]1[c:3]([I:23])[n:4][c:5]2[c:6]1[cH:7][cH:8][cH:9][cH:10]2. The reactants are C(C)OC1=C(C=2OC3=C(C=CC=C3C(C2C)=O)C(=O)O)C=CC=C1 (2'-ethoxy-3-methylflavone-8-carboxylic acid), ice water, Cl (hydrochloric acid), C([O-])([O-])=O.[K+].[K+] (potassium carbonate), C(CO)Br (ethylene bromohydrin). Solvent: CN(C=O)C (dimethyl formamide). Product: C(C)OC1=C(C=2OC3=C(C=CC=C3C(C2C)=O)C(=O)OCCO)C=CC=C1 (beta-hydroxyethyl 2'-ethoxy-3-methylflavone-8-carboxylate). Isolated yield 70.4%. RXN SMILES: [CH2:1]([O:3][C:4]1[CH:24]=[CH:23][CH:22]=[CH:21][C:5]=1[C:6]1[O:7][C:8]2[C:13]([C:14](=[O:17])[C:15]=1[CH3:16])=[CH:12][CH:11]=[CH:10][C:9]=2[C:18]([OH:20])=[O:19])[CH3:2].C(=O)([O-])[O-].[K+].[K+].[CH2:31](Br)[CH2:32][OH:33].Cl>CN(C)C=O>[CH2:1]([O:3][C:4]1[CH:24]=[CH:23][CH:22]=[CH:21][C:5]=1[C:6]1[O:7][C:8]2[C:13]([C:14](=[O:17])[C:15]=1[CH3:16])=[CH:12][CH:11]=[CH:10][C:9]=2[C:18]([O:20][CH2:31][CH2:32][OH:33])=[O:19])[CH3:2] |f:1.2.3|. Procedure details: One gram of 2'-ethoxy-3-methylflavone-8-carboxylic acid prepared by the same way as Example 1 is dissolved in 30 ml of dimethyl formamide, 0.5 gram of anhydrous potassium carbonate is added thereto, 2 grams of ethylene bromohydrin is dropped thereinto with stirring, and the mixture is stirred at 50° C. for four hours. Then it is poured into ice water, the mixture is neutralized with 10% hydrochloric acid, extracted with ethyl acetate, the extract is washed with water, dried with anhydrous magnes...